From a dataset of the Open Reaction Database (ORD), a public repository of structured organic reaction records. describe an organic reaction: reactants, conditions, products, and yield Reactants: CC(C)[Si](C(C)C)(C(C)C)n1ccc2cc(-c3ccccc3C#N)ccc21, CCCC[N+](CCCC)(CCCC)CCCC, C1CCOC1, [F-]. Product: N#Cc1ccccc1-c1ccc2[nH]ccc2c1. RXN SMILES: [C:19](#[N:20])[c:21]1[c:22](-[c:27]2[cH:28][c:29]3[cH:30][cH:31][n:32]([Si:36]([CH:37]([CH3:38])[CH3:39])([CH:40]([CH3:41])[CH3:42])[CH:43]([CH3:44])[CH3:45])[c:33]3[cH:34][cH:35]2)[cH:23][cH:24][cH:25][cH:26]1.[CH2:2]([N+:3]([CH2:4][CH2:5][CH2:6][CH3:7])([CH2:8][CH2:9][CH2:10][CH3:11])[CH2:12][CH2:13][CH2:14][CH3:15])[CH2:16][CH2:17][CH3:18].[CH2:46]1[O:47][CH2:48][CH2:49][CH2:50]1.[F-:1]>>[C:19](#[N:20])[c:21]1[c:22](-[c:27]2[cH:28][c:29]3[cH:30][cH:31][nH:32][c:33]3[cH:34][cH:35]2)[cH:23][cH:24][cH:25][cH:26]1. The reactants are [OH-].[Na+] (sodium hydroxide), NCCCCCCCC(=O)O (8-aminocaprylic acid), C([O-])(O)=O.[Na+] (sodium bicarbonate), O (water), O1CCOCC1 (dioxane). Conditions: temperature 90 celsius, time 3 hour. Product: C(C=1C(O)=CC=CC1)(=O)NCCCCCCCC(=O)O (N-(salicyloyl)-8-aminocaprylic acid), solid. Yield: 51.0%. As a reaction SMILES: [OH-].[Na+].[NH2:3][CH2:4][CH2:5][CH2:6][CH2:7][CH2:8][CH2:9][CH2:10][C:11]([OH:13])=[O:12].[C:14](=[O:17])(O)[O-].[Na+].O.[O:20]1[CH2:25][CH2:24]OCC1>>[C:14]([NH:3][CH2:4][CH2:5][CH2:6][CH2:7][CH2:8][CH2:9][CH2:10][C:11]([OH:13])=[O:12])(=[O:17])[C:7]1[C:25](=[CH:24][CH:4]=[CH:5][CH:6]=1)[OH:20] |f:0.1,3.4|. Procedure details: A 10N sodium hydroxide solution of (4.4 mL, 44.0 mmol, 1.18 eq), 8-aminocaprylic acid (5.93 g, 37.2 mmol, 1.00 eq), sodium bicarbonate (0.88 g, 10.4 mmol, 0.28 eq) and water (5 mL) were added to a 250 mL round bottom flask equipped with a magnetic stir bar and an addition funnel. The white cloudy mixture was treated with a solution of oligosalicylate (5.20 g, 42.9 mmol 1.15 eq) and dioxane (20 mL), added over five minutes. The addition funnel was replaced with a condenser, and the reaction mixtu... Run in CN(C=O)C (N,N-dimethylformamide). Isolated yield 95.7%. As a reaction SMILES: [OH:1][CH:2]1[C:7]([O:10][CH3:11])([O:8][CH3:9])[CH2:6][CH2:5][N:4]([C:12]([O:14][CH2:15][CH3:16])=[O:13])[CH2:3]1.[H-].[Na+].I[CH3:20]>CN(C)C=O>[CH3:20][O:1][CH:2]1[C:7]([O:8][CH3:9])([O:10][CH3:11])[CH2:6][CH2:5][N:4]([C:12]([O:14][CH2:15][CH3:16])=[O:13])[CH2:3]1 |f:1.2|. Starting materials: [H-].[Na+] (sodium hydride), IC (iodomethane), 35, OC1CN(CCC1(OC)OC)C(=O)OCC (ethyl 3-hydroxy-4,4-dimethoxy-1-piperidinecarboxylate). Conditions: temperature 30 celsius, time 1.5 hour. Yields the product COC1CN(CCC1(OC)OC)C(=O)OCC (ethyl 3,4,4-trimethoxy-1-piperidinecarboxylate), intermediate 64. Reported procedure: To a stirred mixture of 35 parts of ethyl 3-hydroxy-4,4-dimethoxy-1-piperidinecarboxylate and 144 parts of N,N-dimethylformamide were added portionwise 8.2 parts of sodium hydride dispersion 50%; exothermic reaction (temp. roses to 30° C.; cooling in a water-bath was necessary to keep the temperature below 30° C.). The whole was stirred for 1.50 hours at about 30° C. and then it is cooled to room temperature. 24.1 Parts of iodomethane were added dropwise (strong exothermic reaction) while the te... Reactants: ClC1=CC=C(C(=N1)C(=O)O)F (6-chloro-3-fluoropyridin-2-carboxylic acid), CO (methanol), [OH-].[Na+] (sodium hydroxide). The solvent is S(O)(O)(=O)=O (sulfuric acid). Yields the product COC(=O)C1=NC(=CC=C1F)Cl (6-chloro-3-fluoropyridin-2-carboxylic acid methyl ester). Reaction SMILES: [Cl:1][C:2]1[N:7]=[C:6]([C:8]([OH:10])=[O:9])[C:5]([F:11])=[CH:4][CH:3]=1.[OH-].[Na+].[CH3:14]O>S(=O)(=O)(O)O>[CH3:14][O:9][C:8]([C:6]1[C:5]([F:11])=[CH:4][CH:3]=[C:2]([Cl:1])[N:7]=1)=[O:10] |f:1.2|. Procedure: To a solution of 6-chloro-3-fluoropyridin-2-carboxylic acid (250 mg) in methanol (3 ml), 0.3 ml of concentrated sulfuric acid was added, and the reaction solution was heated to reflux for 2.5 hours. The reaction solution was cooled, and then the solvent was distilled off under reduced pressure. To the residue obtained was added 1N aqueous sodium hydroxide, and the mixture was extracted with ethyl acetate. The combined organic layers were washed with a saturated saline solution and dried over anh... The product is C(C)(C)C=1C=C(C=CC1)NC(OC1=CC=CC=C1)=O (phenyl 3-isopropylphenylcarbamate). Reaction conditions: time 8 hour. Reaction SMILES: F[C:2](F)(F)[C:3]1[CH:8]=[CH:7]N=C(N)[N:4]=1.[C:12](=O)([O-])[O-].[K+].[K+].Cl[C:19]([O:21][C:22]1[CH:27]=[CH:26][CH:25]=[CH:24][CH:23]=1)=[O:20].O1[CH2:32][CH2:31][CH2:30][CH2:29]1>>[CH:30]([C:31]1[CH:4]=[C:3]([NH:2][C:19](=[O:20])[O:21][C:22]2[CH:27]=[CH:26][CH:25]=[CH:24][CH:23]=2)[CH:8]=[CH:7][CH:32]=1)([CH3:12])[CH3:29] |f:1.2.3|. Procedure: According to the procedure described in Example 113B, 4-(trifluoromethyl)pyrimidin-2-amine (500 mg, 3.1 mmoles) in 20 mL of tetrahydrofuran. To this solution was added potassium carbonate (533 mg, 4 mmoles) followed by phenyl chloroformate (626 mg, 4 mmoles). This was stirred at room temperature overnight. After 24 hours, and additional portion of phenyl chloroformate was added and the reaction heated to 60 C for 3 days. This solution was concentrated to dryness and purified by silica chromatogr... Starting materials: FC(C1=NC(=NC=C1)N)(F)F (4-(trifluoromethyl)pyrimidin-2-amine), ClC(=O)OC1=CC=CC=C1 (phenyl chloroformate), O1CCCC1 (tetrahydrofuran), C([O-])([O-])=O.[K+].[K+] (potassium carbonate), ClC(=O)OC1=CC=CC=C1 (phenyl chloroformate). As a reaction SMILES: O.[C:2]1([OH:10])[CH:9]=[C:7]([CH3:8])[CH:6]=[C:4]([OH:5])[CH:3]=1.[F:11][C:12]([F:25])([F:24])[O:13][C:14]1[CH:19]=[CH:18][CH:17]=[CH:16][C:15]=1[S:20](Cl)(=[O:22])=[O:21]>C([O-])(O)=O.[Na+].C(OCC)C.O>[CH3:8][C:7]1[CH:9]=[C:2]([O:10][S:20]([C:15]2[CH:16]=[CH:17][CH:18]=[CH:19][C:14]=2[O:13][C:12]([F:11])([F:24])[F:25])(=[O:22])=[O:21])[CH:3]=[C:4]([OH:5])[CH:6]=1 |f:0.1,3.4|. Reported procedure: Orcinol monohydrate (1.42 g, 10.0 mmol) and 2-trifluoromethoxybenzenesulfonyl chloride (2.35 g, 9.0 mmol) were mixed in saturated aqueous NaHCO3 (30 mL) and diethyl ether (30 mL). The biphasic mixture was stirred vigorously at ambient temperature overnight. The reaction mixture was diluted with water (50 mL) and extracted into ethyl acetate (3×50 mL). The organic phase was washed with brine (2×50 mL) and dried over Na2SO4. After removing the solvent in vacuo, the residue was purified by flash co... Run at time 8 hour. The reactants are O.C1(=CC(O)=CC(C)=C1)O (Orcinol monohydrate), FC(OC1=C(C=CC=C1)S(=O)(=O)Cl)(F)F (2-trifluoromethoxybenzenesulfonyl chloride). Product: CC=1C=C(C=C(C1)O)OS(=O)(=O)C1=C(C=CC=C1)OC(F)(F)F (5-Methyl-3-(2-trifluoromethoxyphenylsulfonyloxy)phenol). The yield is 57.4%. Run in C(=O)(O)[O-].[Na+] (NaHCO3), C(C)OCC (diethyl ether), O (water). The reactants are C(C)(C)(C)OC(=O)N[C@H](CCC(=O)OC(C)(C)C)C(CCN(C(C(Cl)Cl)=O)C1=CC(=NC=C1)C1=CC(=NO1)C1=C(C=CC=C1Cl)Cl)=O ((R)-tert-Butyl 4-(tert-butoxycarbonylamino)-7-(2,2-dichloro-N-(2-(3-(2,6-dichlorophenyl)isoxazol-5-yl)pyridin-4-yl)acetamido)-5-oxoheptanoate), FC(C(=O)O)(F)F (trifluoroacetic acid). The solvent is ClCCl (dichloromethane). Yields the product FC(C(=O)O)(F)F.N[C@H](CCC(=O)O)C(CCN(C(C(Cl)Cl)=O)C1=CC(=NC=C1)C1=CC(=NO1)C1=C(C=CC=C1Cl)Cl)=O ((R)-4-amino-7-(2,2-dichloro-N-(2-(3-(2,6-dichlorophenyl)isoxazol-5-yl)pyridin-4-yl)acetamido)-5-oxoheptanoic acid trifluoroacetate salt). RXN SMILES: C(OC([NH:8][C@@H:9]([C:19](=[O:47])[CH2:20][CH2:21][N:22]([C:28]1[CH:33]=[CH:32][N:31]=[C:30]([C:34]2[O:38][N:37]=[C:36]([C:39]3[C:44]([Cl:45])=[CH:43][CH:42]=[CH:41][C:40]=3[Cl:46])[CH:35]=2)[CH:29]=1)[C:23](=[O:27])[CH:24]([Cl:26])[Cl:25])[CH2:10][CH2:11][C:12]([O:14]C(C)(C)C)=[O:13])=O)(C)(C)C.[F:48][C:49]([F:54])([F:53])[C:50]([OH:52])=[O:51]>ClCCl>[F:48][C:49]([F:54])([F:53])[C:50]([OH:52])=[O:51].[NH2:8][C@@H:9]([C:19](=[O:47])[CH2:20][CH2:21][N:22]([C:28]1[CH:33]=[CH:32][N:31]=[C:30]([C:34]2[O:38][N:37]=[C:36]([C:39]3[C:40]([Cl:46])=[CH:41][CH:42]=[CH:43][C:44]=3[Cl:45])[CH:35]=2)[CH:29]=1)[C:23](=[O:27])[CH:24]([Cl:26])[Cl:25])[CH2:10][CH2:11][C:12]([OH:14])=[O:13] |f:3.4|. Procedure details: (R)-tert-Butyl 4-(tert-butoxycarbonylamino)-7-(2,2-dichloro-N-(2-(3-(2,6-dichlorophenyl)isoxazol-5-yl)pyridin-4-yl)acetamido)-5-oxoheptanoate (165 mg) was dissolved in anhydrous dichloromethane (2 mL) and cooled in an ice-bath under nitrogen. Then trifluoroacetic acid (2 mL) was added. After 4.5 h at 4° C. the mixture was concentrated under reduced pressure. The residue was dissolved and concentrated under reduced pressure again to give (R)-4-amino-7-(2,2-dichloro-N-(2-(3-(2,6-dichlorophenyl)iso... The reactants are Triethylphosphonoacetate, N1=C(C=CC2=CC=CC=C12)COC1=CC=C2CC(C(C2=C1)=O)C (6-(2-quinolinylmethoxy)-2-methyl-1-indanone), ClCCl.C(C)(=O)OCC (dichloromethane ethyl acetate). Solvent: C1(=CC=CC=C1)C (toluene), C1(=CC=CC=C1)C (toluene), O (water). Run at time 60 minute. The product is C(C)OC(CC1=C(CC2=CC=C(C=C12)OCC1=NC2=CC=CC=C2C=C1)C)=O (2-Methyl-5-(2-quinolinylmethoxy)-indene-3-acetic acid ethylester). RXN SMILES: [N:1]1[C:10]2[C:5](=[CH:6][CH:7]=[CH:8][CH:9]=2)[CH:4]=[CH:3][C:2]=1[CH2:11][O:12][C:13]1[CH:21]=[C:20]2[C:16]([CH2:17][CH:18]([CH3:23])[C:19]2=O)=[CH:15][CH:14]=1.ClCCl.[C:27]([O:30][CH2:31][CH3:32])(=[O:29])[CH3:28]>C1(C)C=CC=CC=1.O>[CH2:31]([O:30][C:27](=[O:29])[CH2:28][C:19]1[C:20]2[C:16](=[CH:15][CH:14]=[C:13]([O:12][CH2:11][C:2]3[CH:3]=[CH:4][C:5]4[C:10](=[CH:9][CH:8]=[CH:7][CH:6]=4)[N:1]=3)[CH:21]=2)[CH2:17][C:18]=1[CH3:23])[CH3:32] |f:1.2|. Procedure details: Triethylphosphonoacetate (22.41 g, 100 mmole) is added dropwise under nitrogen to a stirred and cooled (0° C.) slurry of Nail (57% in oil, 4.27 g, 100 mmole) in dry toluene (250 mL). The cooling bath is removed and stirring continued at room temperature for 60 minutes whereby an almost homogeneous solution is obtained. A solution of the indanone (15.15 g, 50 mmole) of Step E, in toluene (50 mL) is then added dropwise. The flask is placed in an oil bath heated at 95° C. for 19 hours (TLC, traces ... Starting materials: BrC=1SC=CC1 (2-bromothiophene), FC1=CC=C(C=C1)B(O)O (4-fluorophenylboronic acid), C(Cl)Cl (CH2Cl2), C(=O)([O-])[O-].[Na+].[Na+] (Na2CO3). The reagents and catalysts are C=1C=CC(=CC1)[P](C=2C=CC=CC2)(C=3C=CC=CC3)[Pd]([P](C=4C=CC=CC4)(C=5C=CC=CC5)C=6C=CC=CC6)([P](C=7C=CC=CC7)(C=8C=CC=CC8)C=9C=CC=CC9)[P](C=1C=CC=CC1)(C=1C=CC=CC1)C=1C=CC=CC1 (Pd(PPh3)4). Solvent: COCCOC (1,2-dimethoxyethane). Conditions: temperature 80 celsius. Yields the product FC1=CC=C(C=C1)C=1SC=CC1 (4-fluorophenylthiphene). The yield is 95.0%. Reaction SMILES: Br[C:2]1[S:3][CH:4]=[CH:5][CH:6]=1.[F:7][C:8]1[CH:13]=[CH:12][C:11](B(O)O)=[CH:10][CH:9]=1.C([O-])([O-])=O.[Na+].[Na+].C(Cl)Cl>COCCOC.C1C=CC([P]([Pd]([P](C2C=CC=CC=2)(C2C=CC=CC=2)C2C=CC=CC=2)([P](C2C=CC=CC=2)(C2C=CC=CC=2)C2C=CC=CC=2)[P](C2C=CC=CC=2)(C2C=CC=CC=2)C2C=CC=CC=2)(C2C=CC=CC=2)C2C=CC=CC=2)=CC=1>[F:7][C:8]1[CH:13]=[CH:12][C:11]([C:2]2[S:3][CH:4]=[CH:5][CH:6]=2)=[CH:10][CH:9]=1 |f:2.3.4,^1:35,37,56,75|. Reported procedure: To a solution of 2-bromothiophene (1.0 g, 6.14 mmol) in 1,2-dimethoxyethane (11 mL) was added 4-fluorophenylboronic acid (1.12 g, 7.99 mmol), followed by Pd(PPh3)4 (360 mg, 0.31 mmol) and a 2M Na2CO3 aq. solution (8 mL). The reaction mixture was heated at 80° C. for 4 h, then was poured onto a mixture of ice and CH2Cl2. The aqueous layer was extracted with CH2Cl2 (3×20 mL). The organic layers were dried (MgSO4) and concentrated under reduced pressure to yield a yellow oil. The crude product was ...